This data is from the Open Reaction Database (ORD), a public repository of structured organic reaction records. The task is: describe an organic reaction: reactants, conditions, products, and yield Reactants: Cl.ClC1=CC=C(C=C1)NN (4-chlorophenylhydrazine hydrochloride), ClC=1C=C2C(=CN(C2=CC1)CC1(CC1)C1=CC=C(C=C1)F)CCNC (2-(5-chloro-1-((1-(4-fluorophenyl)cyclopropyl)methyl)-1H-indol-3-yl)-N-methylethanamine), C(C)OC(CCCNC)OCC (4,4-diethoxy-N-methylbutan-1-amine), C(=O)(C(F)(F)F)O (TFA), BrCC1(CC1)C1=CC=C(C=C1)F (1-(1-(bromomethyl)cyclopropyl)-4-fluorobenzene), ClC1=CC=C(C=C1)N(N)CC1(CC1)C1=CC=C(C=C1)F (1-(4-chlorophenyl)-1-((1-(4-fluorophenyl)cyclopropyl)methyl)hydrazine), C=O (formaldehyde). Run in C(C)#N (acetonitrile), C(C)N(CC)CC (triethylamine). Product: ClC=1C=C2C3=C(N(C2=CC1)CC1(CC1)C1=CC=C(C=C1)F)CN(CC3)C (6-chloro-9-((1-(4-fluorophenyl)cyclopropyl)methyl)-2,3,4,9-tetrahydro-2-methyl-1H-pyrido[3,4-b]indole). As a reaction SMILES: Cl.ClC1C=CC(NN)=CC=1.BrCC1(C2C=CC(F)=CC=2)CC1.[Cl:23][C:24]1[CH:29]=[CH:28][C:27]([N:30]([CH2:32][C:33]2([C:36]3[CH:41]=[CH:40][C:39]([F:42])=[CH:38][CH:37]=3)[CH2:35][CH2:34]2)N)=[CH:26][CH:25]=1.C(OC(OCC)CCCNC)C.ClC1C=C2[C:62](=CC=1)[N:61]([CH2:65][C:66]1([C:69]3[CH:74]=[CH:73]C(F)=CC=3)CC1)C=C2CCNC.C=O.C(O)(C(F)(F)F)=O>C(#N)C.C(N(CC)CC)C>[Cl:23][C:24]1[CH:29]=[C:28]2[C:27](=[CH:26][CH:25]=1)[N:30]([CH2:32][C:33]1([C:36]3[CH:41]=[CH:40][C:39]([F:42])=[CH:38][CH:37]=3)[CH2:35][CH2:34]1)[C:74]1[CH2:73][N:61]([CH3:62])[CH2:65][CH2:66][C:69]2=1 |f:0.1|. Procedure: The title compound is prepared by following General Methods 1, 3 and 4 by) using 4-chlorophenylhydrazine hydrochloride, 1-(1-(bromomethyl)cyclopropyl)-4-fluorobenzene, and triethylamine (General Method 1), 1-(4-chlorophenyl)-1-((1-(4-fluorophenyl)cyclopropyl)methyl)hydrazine and 4,4-diethoxy-N-methylbutan-1-amine (General Method 3) and 2-(5-chloro-1-((1-(4-fluorophenyl)cyclopropyl)methyl)-1H-indol-3-yl)-N-methylethanamine, formaldehyde and TFA in acetonitrile (General Method 4). Procedure: To the solution of 4-chloro-6-methyl-7H-pyrrolo[2,3-d]pyrimidine (1.0 g, 5.97 mmol, 1.0 eq) and (S)-tert-butyl 2-(hydroxymethyl)pyrrolidine-1-carboxylate (1.32 g, 6.57 mmol, 1.1 eq) and PPh3 (3.03 g, 11.94 mmol, 2.0 eq) in THF (50 mL), DIEA (2.08 g, 11.94 mmol, 2.0 eq) was added at 0° C. The resulted mixture was stirred and warmed to RT for 12 h. Solvent was removed and purified by column chromatography (eluting with 10% EtOAc in PE) to afford (S)-tert-butyl 2-((4-chloro-6-methyl-7H-pyrrolo[2,3-... As a reaction SMILES: [Cl:1][C:2]1[C:3]2[CH:10]=[C:9]([CH3:11])[NH:8][C:4]=2[N:5]=[CH:6][N:7]=1.O[CH2:13][C@@H:14]1[CH2:18][CH2:17][CH2:16][N:15]1[C:19]([O:21][C:22]([CH3:25])([CH3:24])[CH3:23])=[O:20].C1C=CC(P(C2C=CC=CC=2)C2C=CC=CC=2)=CC=1.CCN(C(C)C)C(C)C>C1COCC1>[Cl:1][C:2]1[C:3]2[CH:10]=[C:9]([CH3:11])[N:8]([CH2:13][C@@H:14]3[CH2:18][CH2:17][CH2:16][N:15]3[C:19]([O:21][C:22]([CH3:23])([CH3:25])[CH3:24])=[O:20])[C:4]=2[N:5]=[CH:6][N:7]=1. The product is ClC=1C2=C(N=CN1)N(C(=C2)C)C[C@H]2N(CCC2)C(=O)OC(C)(C)C ((S)-tert-butyl 2-((4-chloro-6-methyl-7H-pyrrolo[2,3-d]pyrimidin-7-yl)methyl)pyrrolidine-1-carboxylate). The reactants are ClC=1C2=C(N=CN1)NC(=C2)C (4-chloro-6-methyl-7H-pyrrolo[2,3-d]pyrimidine), OC[C@H]1N(CCC1)C(=O)OC(C)(C)C ((S)-tert-butyl 2-(hydroxymethyl)pyrrolidine-1-carboxylate), C1=CC=C(C=C1)P(C2=CC=CC=C2)C3=CC=CC=C3 (PPh3), CCN(C(C)C)C(C)C (DIEA). Run in C1CCOC1 (THF). Starting materials: CCO, COC(=O)c1cc(C(C)C)sc1N, [Na+], [OH-]. The product is CC(C)c1cc(C(=O)O)c(N)s1. As a reaction SMILES: [CH3:16][CH2:17][OH:18].[NH2:1][c:2]1[s:3][c:4]([CH:11]([CH3:12])[CH3:13])[cH:5][c:6]1[C:7](=[O:8])[O:9][CH3:10].[Na+:15].[OH-:14]>>[NH2:1][c:2]1[s:3][c:4]([CH:11]([CH3:12])[CH3:13])[cH:5][c:6]1[C:7](=[O:8])[OH:9]. Reactants: CC(C)(C)OC(=O)N1CC2C(CNc3ccc(N4CCOCC4)c(F)c3)C2C1, CCN(C(C)C)C(C)C, [Na+], O=C([O-])O, O=C(Cl)c1cccs1. Yields the product CC(C)(C)OC(=O)N1CC2C(C1)C2CN(C(=O)c1cccs1)c1ccc(N2CCOCC2)c(F)c1. Reaction SMILES: [C:1]([CH3:2])([CH3:3])([CH3:4])[O:5][C:6](=[O:7])[N:8]1[CH2:9][CH:10]2[CH:11]([CH2:14][NH:15][c:16]3[cH:17][c:18]([F:28])[c:19]([N:22]4[CH2:23][CH2:24][O:25][CH2:26][CH2:27]4)[cH:20][cH:21]3)[CH:12]2[CH2:13]1.[CH:29]([N:30]([CH2:31][CH3:32])[CH:33]([CH3:34])[CH3:35])([CH3:36])[CH3:37].[Na+:50].[O-:46][C:47]([OH:48])=[O:49].[s:38]1[c:39]([C:43](=[O:44])[Cl:45])[cH:40][cH:41][cH:42]1>>[C:1]([CH3:2])([CH3:3])([CH3:4])[O:5][C:6](=[O:7])[N:8]1[CH2:9][CH:10]2[CH:11]([CH2:14][N:15]([c:16]3[cH:17][c:18]([F:28])[c:19]([N:22]4[CH2:23][CH2:24][O:25][CH2:26][CH2:27]4)[cH:20][cH:21]3)[C:43]([c:39]3[s:38][cH:42][cH:41][cH:40]3)=[O:44])[CH:12]2[CH2:13]1. Starting materials: ClC=1C=CC(=C(C1)S(=O)(=O)NC=1C=C(C(=O)NC2=CC=C(C(=O)O)C=C2)C=CC1)OC (4-[3-(5-Chloro-2-methoxy-benzenesulfonylamino)-benzoylamino]-benzoic acid), ClC=1C=CC(=C(C1)S(=O)(=O)Cl)OC (5-chloro-2-methoxy-benzenesulfonyl chloride). Product: C(C)OC(C1=CC=C(C=C1)NC(C1=CC(=CC=C1)NS(=O)(=O)C1=C(C=CC(=C1)Cl)OC)=O)=O (4-[3-(5-chloro-2-methoxy-benzenesulfonylamino)-benzoylamino]-benzoic acid ethyl ester). RXN SMILES: [Cl:1][C:2]1[CH:3]=[CH:4][C:5]([O:30][CH3:31])=[C:6]([S:8]([NH:11][C:12]2[CH:13]=[C:14]([CH:27]=[CH:28][CH:29]=2)[C:15]([NH:17][C:18]2[CH:26]=[CH:25][C:21]([C:22]([OH:24])=[O:23])=[CH:20][CH:19]=2)=[O:16])(=[O:10])=[O:9])[CH:7]=1.Cl[C:33]1C=CC(OC)=C(S(Cl)(=O)=O)[CH:38]=1>>[CH2:33]([O:23][C:22](=[O:24])[C:21]1[CH:25]=[CH:26][C:18]([NH:17][C:15](=[O:16])[C:14]2[CH:27]=[CH:28][CH:29]=[C:12]([NH:11][S:8]([C:6]3[CH:7]=[C:2]([Cl:1])[CH:3]=[CH:4][C:5]=3[O:30][CH3:31])(=[O:9])=[O:10])[CH:13]=2)=[CH:19][CH:20]=1)[CH3:38]. Reported procedure: 4-[3-(5-Chloro-2-methoxy-benzenesulfonylamino)-benzoylamino]-benzoic acid, MS (ISP): m/e=459.0 (M−H), was prepared in analogy to example 1, steps A to D. Step C was performed using 5-chloro-2-methoxy-benzenesulfonyl chloride and yielded 4-[3-(5-chloro-2-methoxy-benzenesulfonylamino)-benzoylamino]-benzoic acid ethyl ester, which was hydrolyzed in step D.